From a dataset of the Open Reaction Database (ORD), a public repository of structured organic reaction records. describe an organic reaction: reactants, conditions, products, and yield Starting materials: SC(C(=O)C(C(C(O)=CC1=CC=CC=C1)(CO)CO)O)S (dimercaptoacetyl monobenzalpentaerythritol), [OH-].[Na+] (NaOH), II (iodine), [O-]S(=O)(=S)[O-].[Na+].[Na+] (Na2S2O3). The solvent is CCO (EtOH), C(Cl)Cl (CH2Cl2). Reaction conditions: time 2 hour. Product: S1SCCC1 (1,2-dithiolane), C(C1=CC=CC=C1)=C(O)C(CO)(CO)CO (monobenzalpentaerythritol). RXN SMILES: S[CH:2]([SH:21])[C:3]([CH:5]([OH:20])[C:6]([CH2:18][OH:19])([CH2:16][OH:17])[C:7](=[CH:9][C:10]1[CH:15]=[CH:14][CH:13]=[CH:12][CH:11]=1)[OH:8])=O.[OH-].[Na+].II.[O-][S:27]([O-])(=S)=O.[Na+].[Na+]>CCO.C(Cl)Cl>[S:21]1[CH2:2][CH2:3][CH2:5][S:27]1.[CH:9](=[C:7]([C:6]([CH2:5][OH:20])([CH2:16][OH:17])[CH2:18][OH:19])[OH:8])[C:10]1[CH:15]=[CH:14][CH:13]=[CH:12][CH:11]=1 |f:1.2,4.5.6|. Procedure: A solution of dimercaptoacetyl monobenzalpentaerythritol (4.1 mmol) in EtOH (20 ml) is treated with 10 ml of aqueous 1 N NaOH at room temperature for 1 h. The mixture is diluted with CH2Cl2 (100 ml) and then an aqueous solution of 0.1 M iodine (4.5 mmol) is added dropwise. The reaction mixture was stirred for 2 hours at room temperature and 1 mmol of Na2S2O3 (1 M aqueous solution) was added to the reaction mixture. The organic phase was separated, washed with water (3(200 mL), dried with magnesi...